Dataset: the Open Reaction Database (ORD), a public repository of structured organic reaction records. Task: describe an organic reaction: reactants, conditions, products, and yield The reactants are C1=CCN(Cc2ccccc2)C1, CO, O, O=C(OO)c1cccc(Cl)c1, O=S(=O)(O)O. The product is c1ccc(CN2CC3OC3C2)cc1. As a reaction SMILES: [CH2:1]([c:2]1[cH:3][cH:4][cH:5][cH:6][cH:7]1)[N:8]1[CH2:9][CH:10]=[CH:11][CH2:12]1.[CH3:30][OH:31].[OH2:18].[OH:19][O:20][C:21]([c:22]1[cH:23][c:24]([Cl:25])[cH:26][cH:27][cH:28]1)=[O:29].[S:13]([OH:14])(=[O:15])(=[O:16])[OH:17]>>[CH2:1]([c:2]1[cH:3][cH:4][cH:5][cH:6][cH:7]1)[N:8]1[CH2:9][CH:10]2[CH:11]([CH2:12]1)[O:14]2. Reactants: CC(=O)O (HOAc), C(C)(=O)O (acetic acid), ClC1=CC=C(C=C1)C[C@@H]([C@@H](CN[C@H]1CC2(OC3=NC=C(C=C31)CC(C#C)(C)C)CCC2)O)NC(C)=O (N-((1S,2R)-1-((4-chlorophenyl)methyl)-3-(((4′S)-6′-(2,2-dimethyl-3-butyn-1-yl)-3′,4′-dihydrospiro[cyclobutane-1,2′-pyrano[2,3-b]pyridin]-4′-yl)amino)-2-hydroxypropyl)acetamide), dipotassium. Solvent: CO (MeOH), CO (MeOH), C(=O)(N=NC(=O)O)O (diazenedicarboxylic acid). Product: ClC1=CC=C(C=C1)C[C@@H]([C@@H](CN[C@H]1CC2(OC3=NC=C(C=C31)CC(CC)(C)C)CCC2)O)NC(C)=O (N-((1S,2R)-1-((4-chlorophenyl)methyl)-3-(((4′S)-6′-(2,2-dimethylbutyl)-3′,4′-dihydrospiro[cyclobutane-1,2′-pyrano[2,3-b]pyridin]-4′-yl)amino)-2-hydroxypropyl)acetamide). Reaction SMILES: [Cl:1][C:2]1[CH:7]=[CH:6][C:5]([CH2:8][C@H:9]([NH:33][C:34](=[O:36])[CH3:35])[C@H:10]([OH:32])[CH2:11][NH:12][C@@H:13]2[C:22]3[C:17](=[N:18][CH:19]=[C:20]([CH2:23][C:24]([CH3:28])([CH3:27])[C:25]#[CH:26])[CH:21]=3)[O:16][C:15]3([CH2:31][CH2:30][CH2:29]3)[CH2:14]2)=[CH:4][CH:3]=1.CC(O)=O>CO.C(O)(N=NC(O)=O)=O>[Cl:1][C:2]1[CH:7]=[CH:6][C:5]([CH2:8][C@H:9]([NH:33][C:34](=[O:36])[CH3:35])[C@H:10]([OH:32])[CH2:11][NH:12][C@@H:13]2[C:22]3[C:17](=[N:18][CH:19]=[C:20]([CH2:23][C:24]([CH3:27])([CH3:28])[CH2:25][CH3:26])[CH:21]=3)[O:16][C:15]3([CH2:31][CH2:30][CH2:29]3)[CH2:14]2)=[CH:4][CH:3]=1. Procedure: The compound of Example 492 (0.100 g, 0.196 mmol) was dissolved in MeOH (2 mL) and diazenedicarboxylic acid, dipotassium salt (0.762 g, 3.92 mmol) was added. HOAc (0.673 ml, 11.8 mmol) in MeOH (2 mL) was slowly added to the heterogeneous solution and the reaction was stirred. After all the acetic acid was added and the solution went from yellow to clear and upon complete reduction, the reaction was concentrated and partitioned between 1 N NaOH and DCM. The aqueous was layer was extracted with DC... Reactants: ClC1=C(SC=C1)C1CC(CC(C1)=O)=O (5-(3-chloro-2-thienyl)-1,3-cyclohexanedione), C(C)(=O)[O-].[NH4+] (ammonium acetate), C(C)O (ethanol). Product: ClC1=C(SC=C1)C1CC(C=2C(=CC=NC2C1)C)=O (7-(3-chloro-2-thienyl)-4-methyl-5,6,7,8-tetrahydroquinolin-5-one). RXN SMILES: [Cl:1][C:2]1[CH:6]=[CH:5][S:4][C:3]=1[CH:7]1[CH2:12][C:11](=[O:13])[CH2:10][C:9](=O)[CH2:8]1.[C:15]([O-])(=O)[CH3:16].[NH4+:19].[CH2:20](O)[CH3:21]>>[Cl:1][C:2]1[CH:6]=[CH:5][S:4][C:3]=1[CH:7]1[CH2:8][C:9]2[N:19]=[CH:20][CH:21]=[C:15]([CH3:16])[C:10]=2[C:11](=[O:13])[CH2:12]1 |f:1.2|. Procedure: A solution of 5-(3-chloro-2-thienyl)-1,3-cyclohexanedione (0.6 g) and ammonium acetate (0.61 g) in ethanol (20 ml) was refluxed for 13 hours. Under reduced pressure, the solvent was evaporated, and to the residue were added ethyl acetate and water. The organic layer was washed with water and saturated brine, dried with magnesium sulfate and concentrated under reduced pressure. The residue was dissolved in ethanol (6 ml) and toluene (18 ml). To the solution were added acetylacetoaldehydedimethyla... Starting materials: S1C(=C(C=C1)NC(=O)OC(C)(C)C)NC(=O)OC(C)(C)C (di-t-butyl thiophene-2,3-dicarbamate), C(C(=O)OCC)(=O)OCC (diethyl oxalate). The solvent is C(C)(=O)O (acetic acid). Product: N1C2=C(NC(C1=O)=O)SC=C2 (Thieno[2,3-b]pyrazine-2,3(1H,4H)-dione). Yield: 78.1%. Reaction SMILES: [S:1]1[CH:5]=[CH:4][C:3]([NH:6][C:7](OC(C)(C)C)=[O:8])=[C:2]1[NH:14][C:15]([O:17]C(C)(C)C)=O.C(OCC)(=O)C(OCC)=O>C(O)(=O)C>[NH:6]1[C:7](=[O:8])[C:15](=[O:17])[NH:14][C:2]2[S:1][CH:5]=[CH:4][C:3]1=2. Procedure details: A mixture of di-t-butyl thiophene-2,3-dicarbamate (1.53 g, 4.87 mmol), diethyl oxalate (15 ml) and acetic acid (15 ml) was refluxed for 48 hours. The precipitate was filtered off, washed with water and dried to yield 0.64 g (78%) of the title compound. M.p. >340° C. 1H-NMR (DMSO-d6, δ): 6.74 (d, 1H), 7.13 (d, 1H), 12.28 (s, 1H). Starting materials: CN(CCC1=CC=NC=C1)C1CCNCC1 (methyl-piperidine-4-yl-(2-pyridin-4-yl-ethyl)-amine), ClC(=O)OC1=CC=C(C=C1)OC1=NC=C(C=C1)C(F)(F)F (4-(5-trifluoromethyl-pyridin-2-yloxy)-phenyl chloroformate), C(C)(C)NC(C)C (diisopropylamine). Yields the product FC(C=1C=CC(=NC1)OC1=CC=C(C=C1)OC(=O)N1CCC(CC1)N(CCC1=CC=NC=C1)C)(F)F (4-[Methyl-(2-pyridin-4-yl-ethyl)-amino]-piperidine-1-carboxylic acid 4-(5-trifluoromethyl-pyridin-2-yloxy)-phenyl ester). Reaction SMILES: [CH3:1][N:2]([CH:11]1[CH2:16][CH2:15][NH:14][CH2:13][CH2:12]1)[CH2:3][CH2:4][C:5]1[CH:10]=[CH:9][N:8]=[CH:7][CH:6]=1.Cl[C:18]([O:20][C:21]1[CH:26]=[CH:25][C:24]([O:27][C:28]2[CH:33]=[CH:32][C:31]([C:34]([F:37])([F:36])[F:35])=[CH:30][N:29]=2)=[CH:23][CH:22]=1)=[O:19].C(NC(C)C)(C)C>>[F:36][C:34]([F:35])([F:37])[C:31]1[CH:32]=[CH:33][C:28]([O:27][C:24]2[CH:25]=[CH:26][C:21]([O:20][C:18]([N:14]3[CH2:15][CH2:16][CH:11]([N:2]([CH3:1])[CH2:3][CH2:4][C:5]4[CH:6]=[CH:7][N:8]=[CH:9][CH:10]=4)[CH2:12][CH2:13]3)=[O:19])=[CH:22][CH:23]=2)=[N:29][CH:30]=1. Reported procedure: The title product was prepared from methyl-piperidine-4-yl-(2-pyridin-4-yl-ethyl)-amine and 4-(5-trifluoromethyl-pyridin-2-yloxy)-phenyl chloroformate, 3 equivalent of diisopropylamine was added, preparative HPLC (method C) (15%, colourless oil). HPLC-MS m/z=501.4 (M+1), Rt: 2.04 min. Starting materials: CCOC(=O)C(C)(C)Oc1ccc(OCCc2nc(-c3ccc(Br)cc3)oc2C)cc1, COc1ccc(B(O)O)cc1, Cc1ccccc1, CCO, [Na+], [Na+], O=C([O-])[O-]. Product: CCOC(=O)C(C)(C)Oc1ccc(OCCc2nc(-c3ccc(-c4ccc(OC)cc4)cc3)oc2C)cc1. Reaction SMILES: [CH2:1]([CH3:2])[O:3][C:4]([C:5]([CH3:6])([CH3:7])[O:8][c:9]1[cH:10][cH:11][c:12]([O:15][CH2:16][CH2:17][c:18]2[n:19][c:20](-[c:24]3[cH:25][cH:26][c:27]([Br:30])[cH:28][cH:29]3)[o:21][c:22]2[CH3:23])[cH:13][cH:14]1)=[O:31].[CH3:32][O:33][c:34]1[cH:35][cH:36][c:37]([B:40]([OH:41])[OH:42])[cH:38][cH:39]1.[CH3:43][c:44]1[cH:45][cH:46][cH:47][cH:48][cH:49]1.[CH3:56][CH2:57][OH:58].[Na+:50].[Na+:51].[O-:52][C:53](=[O:54])[O-:55]>>[CH2:1]([CH3:2])[O:3][C:4]([C:5]([CH3:6])([CH3:7])[O:8][c:9]1[cH:10][cH:11][c:12]([O:15][CH2:16][CH2:17][c:18]2[n:19][c:20](-[c:24]3[cH:25][cH:26][c:27](-[c:37]4[cH:36][cH:35][c:34]([O:33][CH3:32])[cH:39][cH:38]4)[cH:28][cH:29]3)[o:21][c:22]2[CH3:23])[cH:13][cH:14]1)=[O:31].